This data is from the Open Reaction Database (ORD), a public repository of structured organic reaction records. The task is: describe an organic reaction: reactants, conditions, products, and yield Reactants: [C-]#N, CNC1CCCCC1, CCCCCC, CC(C)(N=C=O)c1cccc(Cl)c1, c1ccccc1. The product is CN(C(=O)NC(C)(C)c1cccc(Cl)c1)C1CCCCC1. RXN SMILES: [C-:22]#[N:23].[CH3:1][NH:2][CH:3]1[CH2:4][CH2:5][CH2:6][CH2:7][CH2:8]1.[CH3:24][CH2:25][CH2:26][CH2:27][CH2:28][CH3:29].[Cl:9][c:10]1[cH:11][c:12]([C:13]([CH3:14])([CH3:15])[N:16]=[C:17]=[O:18])[cH:19][cH:20][cH:21]1.[cH:30]1[cH:31][cH:32][cH:33][cH:34][cH:35]1>>[CH3:1][N:2]([CH:3]1[CH2:4][CH2:5][CH2:6][CH2:7][CH2:8]1)[C:17]([NH:16][C:13]([c:12]1[cH:11][c:10]([Cl:9])[cH:21][cH:20][cH:19]1)([CH3:14])[CH3:15])=[O:18]. The reactants are CCOC(C)=O, [Cl-], O=[N+]([O-])c1cnc(Oc2cnc3ccccc3c2)c(Cl)c1, O, O. The product is Nc1cnc(Oc2cnc3ccccc3c2)c(Cl)c1. Reaction SMILES: [CH3:25][CH2:26][O:27][C:28](=[O:29])[CH3:30].[Cl-:24].[Cl:1][c:2]1[c:3]([O:11][c:12]2[cH:13][n:14][c:15]3[cH:16][cH:17][cH:18][cH:19][c:20]3[cH:21]2)[n:4][cH:5][c:6]([N+:8]([O-:9])=[O:10])[cH:7]1.[OH2:22].[OH2:23]>>[Cl:1][c:2]1[c:3]([O:11][c:12]2[cH:13][n:14][c:15]3[cH:16][cH:17][cH:18][cH:19][c:20]3[cH:21]2)[n:4][cH:5][c:6]([NH2:8])[cH:7]1. The reactants are B, C1CCOC1, CSC, CO, N#Cc1cc(N)cc(Cl)c1. Product: NCc1cc(N)cc(Cl)c1. As a reaction SMILES: [BH3:14].[CH2:17]1[O:18][CH2:19][CH2:20][CH2:21]1.[CH3:11][S:12][CH3:13].[CH3:15][OH:16].[NH2:1][c:2]1[cH:3][c:4]([C:5]#[N:6])[cH:7][c:8]([Cl:10])[cH:9]1>>[NH2:1][c:2]1[cH:3][c:4]([CH2:5][NH2:6])[cH:7][c:8]([Cl:10])[cH:9]1. Product: OC(CCC(=O)NC(C)C)C1=CC=CC=C1 (4-hydroxy-N-isopropyl-4-phenyl-butyramide). The yield is 100.4%. The reactants are C1(=CC=CC=C1)C1CCC(=O)O1 (γ-phenyl-γ-butyrolactone), C(C)(C)N (isopropylamine). Conditions: time 26 hour. Procedure details: A mixture of γ-phenyl-γ-butyrolactone (10.0 g, 61.7 mmol) and isopropylamine (50 ml, 587 mmol) was stirred at room temperature for approximately 26 hours. The solvent was removed under reduced pressure to give 4-hydroxy-N-isopropyl-4-phenyl-butyramide (13.71 g, 100%) as a yellow solid, mp 131-135° C. Reaction SMILES: [C:1]1([CH:7]2[O:12][C:10](=[O:11])[CH2:9][CH2:8]2)[CH:6]=[CH:5][CH:4]=[CH:3][CH:2]=1.[CH:13]([NH2:16])([CH3:15])[CH3:14]>>[OH:12][CH:7]([C:1]1[CH:6]=[CH:5][CH:4]=[CH:3][CH:2]=1)[CH2:8][CH2:9][C:10]([NH:16][CH:13]([CH3:15])[CH3:14])=[O:11]. Reactants: C=1(O)C(O)=CC=CC1 (Pyrocatechol), [OH-].[Na+] (sodium hydroxide), C(C)O (ethanol), C(CO)Cl (Ethylene chlorohydrin). As a reaction SMILES: [C:1]1([C:3](=[CH:5][CH:6]=[CH:7][CH:8]=1)[OH:4])[OH:2].[OH-].[Na+].[CH2:11](Cl)[CH2:12][OH:13].[CH2:15]([OH:17])[CH3:16]>>[OH:13][CH2:12][CH2:11][O:2][C:1]1[CH:8]=[CH:7][CH:6]=[CH:5][C:3]=1[O:4][CH2:16][CH2:15][OH:17] |f:1.2|. Run at time 30 minute. Procedure details: Pyrocatechol [3] (55.0 g, 0.50 mol) was added to a solution (500 mol) of sodium hydroxide (50.5 g, 1.26 mol) in ethanol under purging with nitrogen, and the resultant mixture was refluxed under stirring with a mechanical stirrer for 30 minutes. Ethylene chlorohydrin (96.5 g, 1.20 mol) was dropped into the mixture in 1 hour. After refluxing overnight, the reaction was judged to have been completed. Ethanol was distilled off and chloroform (1.5 l) was added to the residue. The chloroform layer was... The product is OCCOC1=C(C=CC=C1)OCCO (1,2-bis(2-hydroxyethoxy)benzene). Starting materials: acid chloride, ON1C(CCC1=O)=O (N-hydroxysuccinimide), N1=CC=CC=C1 (pyridine), 2.0, S(=O)(Cl)Cl (thionyl chloride), COC=1C=C2C=CC=C(C2=CC1)C(C(=O)O)CC (2-(6'methoxynaphthyl)butyric acid). Yields the product COC=1C=C2C=CC=C(C2=CC1)C(C(=O)OC1C(=O)NC(C1)=O)CC ((±)-2-(6'-Methoxynaphthyl)butanoyloxysuccinimide). Isolated yield 8.3%. Reaction conditions: time 8 hour. As a reaction SMILES: [CH3:1][O:2][C:3]1[CH:4]=[C:5]2[C:10](=[CH:11][CH:12]=1)[C:9]([CH:13]([CH2:17][CH3:18])[C:14]([OH:16])=[O:15])=[CH:8][CH:7]=[CH:6]2.S(Cl)(Cl)=O.O[N:24]1[C:28](=[O:29])[CH2:27][CH2:26][C:25]1=[O:30].N1C=CC=CC=1>C(Cl)Cl.C1(C)C=CC=CC=1.C1COCC1>[CH3:1][O:2][C:3]1[CH:4]=[C:5]2[C:10](=[CH:11][CH:12]=1)[C:9]([CH:13]([CH2:17][CH3:18])[C:14]([O:16][CH:26]1[CH2:27][C:28](=[O:29])[NH:24][C:25]1=[O:30])=[O:15])=[CH:8][CH:7]=[CH:6]2. Procedure: A mixture of 2-(6'methoxynaphthyl)butyric acid (0.519 g, 2.12 mmol) in 20 mL of dry methylene chloride was treated with 3.19 mL of a 2.0 thionyl chloride (6.37 mmol) solution and the resulting solution was allowed to stir overnight. The volatile solvents were removed under vacuum to give the crude acid chloride which was used without further purification. A portion of the acid chloride (139 mg, 0.53 mmol) in 10 mL of dry toluene was added to a stirred solution of N-hydroxysuccinimide (61 mg, 0.5... The solvent is C1(=CC=CC=C1)C (toluene), C1CCOC1 (THF), C(Cl)Cl (methylene chloride). The reactants are O=[N+]([O-])c1cc(Br)ccc1O, CI, CN(C)C=O, [H-], [Na+], O. Yields the product COc1ccc(Br)cc1[N+](=O)[O-]. RXN SMILES: [Br:1][c:2]1[cH:3][c:4]([N+:9](=[O:10])[O-:11])[c:5]([OH:8])[cH:6][cH:7]1.[CH3:14][I:15].[CH3:16][N:17]([CH3:18])[CH:19]=[O:20].[H-:12].[Na+:13].[OH2:21]>>[Br:1][c:2]1[cH:3][c:4]([N+:9](=[O:10])[O-:11])[c:5]([O:8][CH3:14])[cH:6][cH:7]1. Reactants: COC(=O)COc1ccc(F)c2[nH]c(=O)c(Cc3ccc(-n4cccn4)cc3)c(C)c12, FC(F)Cl. The product is COC(=O)COc1ccc(F)c2nc(OC(F)F)c(Cc3ccc(-n4cccn4)cc3)c(C)c12. As a reaction SMILES: [CH3:1][O:2][C:3]([CH2:4][O:5][c:6]1[c:7]2[c:8]([CH3:30])[c:9]([CH2:18][c:19]3[cH:20][cH:21][c:22](-[n:25]4[n:26][cH:27][cH:28][cH:29]4)[cH:23][cH:24]3)[c:10](=[O:17])[nH:11][c:12]2[c:13]([F:16])[cH:14][cH:15]1)=[O:31].[Cl:32][CH:33]([F:34])[F:35]>>[CH3:1][O:2][C:3]([CH2:4][O:5][c:6]1[c:7]2[c:8]([CH3:30])[c:9]([CH2:18][c:19]3[cH:20][cH:21][c:22](-[n:25]4[n:26][cH:27][cH:28][cH:29]4)[cH:23][cH:24]3)[c:10]([O:17][CH:33]([F:34])[F:35])[n:11][c:12]2[c:13]([F:16])[cH:14][cH:15]1)=[O:31]. Reactants: [Zn](CC)CC (Et2Zn), C(=O)(C(F)(F)F)O (TFA), ICI (diiodomethane), COC(C1=CC(=C(C(=C1)OC)OC)CC=C)=O (3-allyl-4,5-dimethoxybenzoic acid methyl ester). Run in ClCCl (dichloromethane), C(Cl)Cl (CH2Cl2), C(Cl)Cl (CH2Cl2), C(Cl)Cl (CH2Cl2). Conditions: temperature 23 celsius, time 20 minute. Yields the product COC(C1=CC(=C(C(=C1)OC)OC)CC1CC1)=O (3-cyclopropylmethyl-4,5-dimethoxybenzoic acid methyl ester). The yield is 76.7%. RXN SMILES: [Zn](CC)[CH2:2]C.C(O)(C(F)(F)F)=O.ICI.[CH3:16][O:17][C:18](=[O:32])[C:19]1[CH:24]=[C:23]([O:25][CH3:26])[C:22]([O:27][CH3:28])=[C:21]([CH2:29][CH:30]=[CH2:31])[CH:20]=1>C(Cl)Cl>[CH3:16][O:17][C:18](=[O:32])[C:19]1[CH:24]=[C:23]([O:25][CH3:26])[C:22]([O:27][CH3:28])=[C:21]([CH2:29][CH:30]2[CH2:2][CH2:31]2)[CH:20]=1. Procedure details: To stirred dichloromethane (10 mL) at 0° C. was added Et2Zn (1.0 M in hexane, 10.0 mL, 10 mmol, 2 eq.). The resulting solution was then treated with a solution of TFA (0.77 mL, 10 mmol) in CH2Cl2 (5.0 mL) added over the course of 3 min. After stirring for 20 min at 0° C. diiodomethane (0.80 mL, 10.0 mmol) in CH2Cl2 was added. After 20 min at 0° C., a solution of 3-allyl-4,5-dimethoxybenzoic acid methyl ester (Example 30, Step 1, 1.18 g, 5.0 mmol) in CH2Cl2 (5.0 mL) was added and the reaction was... Reactants: OC(=O)C(F)(F)F.FC1=CC=C(CN2C(C=3N(CC2)C(C(=C(C3O)O)CC3CCNCC3)=O)=O)C=C1 (2-(4-fluorobenzyl)-8,9-dihydroxy-7-(piperidin-4-ylmethyl)-3,4-dihydro-2H-pyrido[1,2-a]pyrazine-1,6-dione mono TFA salt), N1=CC=CC=C1 (pyridine), C(C)(=O)OC(C)=O (acetic anhydride). Run in C(Cl)Cl (methylene chloride). Run at time 8 hour. Yields the product C(C)(=O)N1CCC(CC1)CC1=C(C(=C2N(CCN(C2=O)CC2=CC=C(C=C2)F)C1=O)O)O (7-[(1-Acetylpiperidin-4-yl)methyl]-2-(4-fluorobenzyl)-8,9-dihydroxy-3,4-dihydro-2H-pyrido[1,2-a]pyrazine-1,6-dione). RXN SMILES: [OH:1][C:2]([C:4](F)(F)F)=O.[F:8][C:9]1[CH:36]=[CH:35][C:12]([CH2:13][N:14]2[CH2:19][CH2:18][N:17]3[C:20](=[O:33])[C:21]([CH2:26][CH:27]4[CH2:32][CH2:31][NH:30][CH2:29][CH2:28]4)=[C:22]([OH:25])[C:23]([OH:24])=[C:16]3[C:15]2=[O:34])=[CH:11][CH:10]=1.N1C=CC=CC=1.C(OC(=O)C)(=O)C>C(Cl)Cl>[C:2]([N:30]1[CH2:29][CH2:28][CH:27]([CH2:26][C:21]2[C:20](=[O:33])[N:17]3[CH2:18][CH2:19][N:14]([CH2:13][C:12]4[CH:11]=[CH:10][C:9]([F:8])=[CH:36][CH:35]=4)[C:15](=[O:34])[C:16]3=[C:23]([OH:24])[C:22]=2[OH:25])[CH2:32][CH2:31]1)(=[O:1])[CH3:4] |f:0.1|. Procedure details: To a suspension of 2-(4-fluorobenzyl)-8,9-dihydroxy-7-(piperidin-4-ylmethyl)-3,4-dihydro-2H-pyrido[1,2-a]pyrazine-1,6-dione mono TFA salt (50 mg, 0.125 mmol) in anhydrous methylene chloride (2 mL), pyridine (12 μL, 0.149 mmol) and acetic anhydride (14 μL, 0.149 mmol) were added. The reaction mixture was stirred at room temperature overnight. The reaction mixture was concentrated under vacuum, and the residue was purified by prep HPLC (Gilson semi preparative HPLC system using a Waters Nova Pak c...